From a dataset of the Open Reaction Database (ORD), a public repository of structured organic reaction records. describe an organic reaction: reactants, conditions, products, and yield Starting materials: [Si](C1=CC=CC=C1)(C1=CC=CC=C1)(C(C)(C)C)OC1CN(C1)C=1SC=C(N1)CO (3-t-butyldiphenylsilyloxy-1-(4-hydroxymethyl-1,3-thiazol-2-yl)azetidine), N(=NC(=O)OCC)C(=O)OCC (diethyl azodicarboxylate), C1(=CC=CC=C1)C (toluene), C1(CCC(N1)=O)=O (succinimide), C1(=CC=CC=C1)P(C1=CC=CC=C1)C1=CC=CC=C1 (triphenylphosphine). The solvent is O1CCCC1 (tetrahydrofuran). Run at time 4 hour. Yields the product [Si](C1=CC=CC=C1)(C1=CC=CC=C1)(C(C)(C)C)OC1CN(C1)C=1SC=C(N1)CN1C(CCC1=O)=O (3-t-butyldiphenylsilyloxy-1-(4-succinimidomethyl-1,3-thiazol-2-yl)azetidine). The yield is 100.3%. As a reaction SMILES: [Si:1]([O:18][CH:19]1[CH2:22][N:21]([C:23]2[S:24][CH:25]=[C:26]([CH2:28]O)[N:27]=2)[CH2:20]1)([C:14]([CH3:17])([CH3:16])[CH3:15])([C:8]1[CH:13]=[CH:12][CH:11]=[CH:10][CH:9]=1)[C:2]1[CH:7]=[CH:6][CH:5]=[CH:4][CH:3]=1.[C:30]1(=[O:36])[NH:34][C:33](=[O:35])[CH2:32][CH2:31]1.C1(P(C2C=CC=CC=2)C2C=CC=CC=2)C=CC=CC=1.N(C(OCC)=O)=NC(OCC)=O.C1(C)C=CC=CC=1>O1CCCC1>[Si:1]([O:18][CH:19]1[CH2:20][N:21]([C:23]2[S:24][CH:25]=[C:26]([CH2:28][N:34]3[C:30](=[O:36])[CH2:31][CH2:32][C:33]3=[O:35])[N:27]=2)[CH2:22]1)([C:14]([CH3:17])([CH3:16])[CH3:15])([C:2]1[CH:7]=[CH:6][CH:5]=[CH:4][CH:3]=1)[C:8]1[CH:13]=[CH:12][CH:11]=[CH:10][CH:9]=1. Reported procedure: To a solution of 3-t-butyldiphenylsilyloxy-1-(4-hydroxymethyl-1,3-thiazol-2-yl)azetidine (1.50 g, 3.53 mmol) (obtained as described in Reference Example 2(2)) in tetrahydrofuran (75 ml) were added succinimide (525 mg, 5.30 mmol), triphenylphosphine (1.39 g, 5.30 mmol) and 40% diethyl azodicarboxylate in toluene solution (2.03 ml, 5.30 mmol) in an ice bath under an atmosphere of nitrogen. The mixture was stirred in an ice bath for 4 hours. After checking the completion of the reaction, the mixtur... Reactants: C1N(CC2C1CNC2)C=2C=C1C(N(C(=NC1=CC2)C2=CC=CC=C2)CC(=O)NC(C)C)=O (6-(hexahydropyrrolo[3,4-c]pyrrol-2(1H)-yl)-4-oxo-2-phenylquinazolin-3(4H)-yl-N-isopropylacetamide), C=O (formaldehyde), C(#N)[BH3-] (cyanoborohydride). The reagents and catalysts are C(C)(=O)O (acetic acid). Solvent: C(C)#N (acetonitrile), CO (methanol). Reaction conditions: temperature 130 celsius. Product: C(C)(C)NC(CN1C(=NC2=CC=C(C=C2C1=O)N1CC2CN(CC2C1)C)C1=CC=CC=C1)=O (N-isopropyl-2-(6-(5-methylhexahydropyrrolo[3,4-c]pyrrol-2(1H)-yl)-4-oxo-2-phenylquinazolin-3(4H)-yl)acetamide). The yield is 39.1%. Reaction SMILES: [CH2:1]1[CH:5]2[CH2:6][NH:7][CH2:8][CH:4]2[CH2:3][N:2]1[C:9]1[CH:10]=[C:11]2[C:16](=[CH:17][CH:18]=1)[N:15]=[C:14]([C:19]1[CH:24]=[CH:23][CH:22]=[CH:21][CH:20]=1)[N:13]([CH2:25][C:26]([NH:28][CH:29]([CH3:31])[CH3:30])=[O:27])[C:12]2=[O:32].C=O.[C:35]([BH3-])#N>C(#N)C.C(O)(=O)C.CO>[CH:29]([NH:28][C:26](=[O:27])[CH2:25][N:13]1[C:12](=[O:32])[C:11]2[C:16](=[CH:17][CH:18]=[C:9]([N:2]3[CH2:3][CH:4]4[CH:5]([CH2:6][N:7]([CH3:35])[CH2:8]4)[CH2:1]3)[CH:10]=2)[N:15]=[C:14]1[C:19]1[CH:24]=[CH:23][CH:22]=[CH:21][CH:20]=1)([CH3:30])[CH3:31]. Reported procedure: 2-(6-(hexahydropyrrolo[3,4-c]pyrrol-2(1H)-yl)-4-oxo-2-phenylquinazolin-3(4H)-yl-N-isopropylacetamide (EXAMPLE 4A) (100 mg, 0.23 mmol) was dissolved in acetonitrile (2 mL) before addition of formaldehyde (28 mg, 0.35 mmol) and MP-cyanoborohydride (140 mg, 0.36 mmol) followed by 2 drops of acetic acid. The resulting solution was sealed in a microwave vial and heated at 130° C. for 20 minutes. Reaction mixture was then diluted with methanol before loading directly onto a 1 g SCX cartridge. The crud... Reactants: C1(CC1)S(=O)(=O)N (Cyclopropanesulfonamide), FC1=CC=C(C=C1)C1=NC2=C(C(=CC=C2C(=N1)OC1CN2C(N(CCCCCC=CC3CC3(NC(C2C1)=O)C(=O)O)CC1=CC=C(C=C1)OC)=O)OC)C (18-[2-(4-Fluoro-phenyl)-7-methoxy-8-methyl-quinazolin-4-yloxy]-14-(4-methoxy-benzyl)-2,15-dioxo-3,14,16-triaza-tricyclo[14.3.0.0*4,6*]nonadec-7-ene-4-carboxylic acid). The product is FC1=CC=C(C=C1)C1=NC2=C(C(=CC=C2C(=N1)OC1CN2C(N(CCCCCC=CC3CC3(NC(C2C1)=O)C(=O)NS(=O)(=O)C1CC1)CC1=CC=C(C=C1)OC)=O)OC)C (Cyclopropanesulfonic acid [18-[2-(4-fluoro-phenyl)-7-methoxy-8-methyl-quinazolin-4-yloxy]-14-(4-methoxy-benzyl)-2,15-dioxo-3,14,16-triaza-tricyclo[14.3.0.0*4,6*]nonadec-7-ene-4-carboyl]-amide). Yield: 33.0%. As a reaction SMILES: [CH:1]1([S:4]([NH2:7])(=[O:6])=[O:5])[CH2:3][CH2:2]1.[F:8][C:9]1[CH:14]=[CH:13][C:12]([C:15]2[N:24]=[C:23]([O:25][CH:26]3[CH2:44][CH:43]4[N:28]([C:29](=[O:58])[N:30]([CH2:49][C:50]5[CH:55]=[CH:54][C:53]([O:56][CH3:57])=[CH:52][CH:51]=5)[CH2:31][CH2:32][CH2:33][CH2:34][CH2:35][CH:36]=[CH:37][CH:38]5[C:40]([C:46](O)=[O:47])([NH:41][C:42]4=[O:45])[CH2:39]5)[CH2:27]3)[C:22]3[C:17](=[C:18]([CH3:61])[C:19]([O:59][CH3:60])=[CH:20][CH:21]=3)[N:16]=2)=[CH:11][CH:10]=1>>[F:8][C:9]1[CH:10]=[CH:11][C:12]([C:15]2[N:24]=[C:23]([O:25][CH:26]3[CH2:44][CH:43]4[N:28]([C:29](=[O:58])[N:30]([CH2:49][C:50]5[CH:51]=[CH:52][C:53]([O:56][CH3:57])=[CH:54][CH:55]=5)[CH2:31][CH2:32][CH2:33][CH2:34][CH2:35][CH:36]=[CH:37][CH:38]5[C:40]([C:46]([NH:7][S:4]([CH:1]6[CH2:3][CH2:2]6)(=[O:6])=[O:5])=[O:47])([NH:41][C:42]4=[O:45])[CH2:39]5)[CH2:27]3)[C:22]3[C:17](=[C:18]([CH3:61])[C:19]([O:59][CH3:60])=[CH:20][CH:21]=3)[N:16]=2)=[CH:13][CH:14]=1. Procedure: Cyclopropanesulfonamide (99 mg, 0.8 mmol) was coupled to the acid 102 (200 mg. 0.27 mmol) as described in example 21. Purification by HPLC gave the title compound (75 mg, 33%). Starting materials: CC(CCBr)C (3-methylbutyl bromide), ClC1=C(C=C(C=C1F)OCC1CC[SiH](CC1)Cl)F (4-(4-chloro-3,5-difluorophenyloxymethyl)-1-chloro-1-silacyclohexane). The product is ClC1=C(C=C(C=C1F)OC[C@@H]1CC[Si@H](CC1)CCC(C)C)F (trans-4-(4-chloro-3,5-difluorophenyloxymethyl)-1-(3-methylbutyl)-1-silacyclohexane). Reaction SMILES: [CH3:1][CH:2]([CH3:6])[CH2:3][CH2:4]Br.[Cl:7][C:8]1[C:13]([F:14])=[CH:12][C:11]([O:15][CH2:16][CH:17]2[CH2:22][CH2:21][SiH:20](Cl)[CH2:19][CH2:18]2)=[CH:10][C:9]=1[F:24]>>[Cl:7][C:8]1[C:13]([F:14])=[CH:12][C:11]([O:15][CH2:16][C@H:17]2[CH2:22][CH2:21][Si@H:20]([CH2:4][CH2:3][CH:2]([CH3:6])[CH3:1])[CH2:19][CH2:18]2)=[CH:10][C:9]=1[F:24]. Procedure details: The general procedure of Example 1 was repeated using 3-methylbutyl bromide and 4-(4-chloro-3,5-difluorophenyloxymethyl)-1-chloro-1-silacyclohexane, thereby obtaining the intended product. The reactants are ClC=1C2=C(N=CN1)SC(=C2)C(C)C (4-chloro-6-(propan-2-yl)thieno[2,3-d]pyrimidine), TEA, C1(CCC(CC1)N)N (cyclohexane-1,4-diamine). Run in CN(C=O)C (N,N-dimethylformamide). Conditions: time 8 hour. Yields the product CC(C)C1=CC2=C(N=CN=C2NC2CCC(CC2)N)S1 (1-N-[6-(propan-2-yl)thieno[2,3-d]pyrimidin-4-yl]cyclohexane-1,4-diamine). As a reaction SMILES: Cl[C:2]1[C:3]2[CH:10]=[C:9]([CH:11]([CH3:13])[CH3:12])[S:8][C:4]=2[N:5]=[CH:6][N:7]=1.[CH:14]1([NH2:21])[CH2:19][CH2:18][CH:17]([NH2:20])[CH2:16][CH2:15]1>CN(C)C=O>[CH3:12][CH:11]([C:9]1[S:8][C:4]2[N:5]=[CH:6][N:7]=[C:2]([NH:20][CH:17]3[CH2:18][CH2:19][CH:14]([NH2:21])[CH2:15][CH2:16]3)[C:3]=2[CH:10]=1)[CH3:13]. Reported procedure: To a 100-mL round-bottom flask was added a solution of commercially available 4-chloro-6-(propan-2-yl)thieno[2,3-d]pyrimidine (3 g, 14.10 mmol, 1.00 equiv) in N,N-dimethylformamide (30 mL), TEA (4.3 g, 42.49 mmol, 3.01 equiv), and cyclohexane-1,4-diamine (9.6 g, 84.07 mmol, 5.96 equiv). The resulting solution was stirred overnight at room temperature. The reaction was then quenched by the addition of 100 mL of water. The resulting solution was extracted with 3×100 mL of ethyl acetate and the org... Product: O.C1(CCCCC1)CCC[C@H](CC(=O)NO)C1=NC(=NO1)C(=O)N (5-{(1R)4-Cyclohexyl-1-[2-(hydroxyamino)-2-oxoethyl]butyl}-1,2,4-oxadiazole-3-carboxamide monohydrate). Starting materials: C1(CCCCC1)CCC[C@H](CC(=O)NO)C1=NC(=NO1)C(=O)N (5-{(1R)-4-cyclohexyl-1-[2-(hydroxyamino)-2-oxoethyl]butyl}-1,2,4-oxadiazole-3-carboxamide), O (water). Procedure details: A solution of 5-{(1R)-4-cyclohexyl-1-[2-(hydroxyamino)-2-oxoethyl]butyl}-1,2,4-oxadiazole-3-carboxamide (1.58 Kg, 4.86 mol) in tetrahydrofuran (15 litres) was heated to 40° C. and demineralised water (26 litres) was added to give a hazy solution. The mixture was allowed to cool to ambient temperature where it was stirred for 24 hours. The mixture was cooled to 5° C. and stirred for 1 hour. The precipitate was collected by filtration and dried in vacuo (38° C., 100 mbar) to afford the title compo... Run at time 24 hour. The solvent is O1CCCC1 (tetrahydrofuran). Reaction SMILES: [CH:1]1([CH2:7][CH2:8][CH2:9][C@@H:10]([C:16]2[O:20][N:19]=[C:18]([C:21]([NH2:23])=[O:22])[N:17]=2)[CH2:11][C:12]([NH:14][OH:15])=[O:13])[CH2:6][CH2:5][CH2:4][CH2:3][CH2:2]1.O>O1CCCC1>[OH2:13].[CH:1]1([CH2:7][CH2:8][CH2:9][C@@H:10]([C:16]2[O:20][N:19]=[C:18]([C:21]([NH2:23])=[O:22])[N:17]=2)[CH2:11][C:12]([NH:14][OH:15])=[O:13])[CH2:2][CH2:3][CH2:4][CH2:5][CH2:6]1 |f:3.4|. Isolated yield 164.7%. Reactants: O=C([O-])[O-], CO, O=C1CCOc2cc(Cl)c(Cl)cc21, Cl, [K+], [K+], NO, O. The product is ON=C1CCOc2cc(Cl)c(Cl)cc21. Reaction SMILES: [C:16](=[O:17])([O-:18])[O-:19].[CH3:14][OH:15].[Cl:1][c:2]1[c:3]([Cl:13])[cH:4][c:5]2[c:6]([cH:12]1)[C:7](=[O:11])[CH2:8][CH2:9][O:10]2.[ClH:24].[K+:20].[K+:21].[NH2:22][OH:23].[OH2:25]>>[Cl:1][c:2]1[c:3]([Cl:13])[cH:4][c:5]2[c:6]([cH:12]1)[C:7](=[N:22][OH:23])[CH2:8][CH2:9][O:10]2. The reactants are C1CCOC1, COC(OC)N(C)C, COC(=O)c1ccc([N+](=O)[O-])c(C)c1, [O-][I+3]([O-])([O-])[O-], [Na+], O. Product: COC(=O)c1ccc([N+](=O)[O-])c(C=O)c1. Reaction SMILES: [CH2:29]1[O:30][CH2:31][CH2:32][CH2:33]1.[CH3:15][O:16][CH:17]([O:18][CH3:19])[N:20]([CH3:21])[CH3:22].[CH3:1][O:2][C:3]([c:4]1[cH:5][c:6]([CH3:13])[c:7]([N+:10](=[O:11])[O-:12])[cH:8][cH:9]1)=[O:14].[I+3:23]([O-:24])([O-:25])([O-:26])[O-:27].[Na+:28].[OH2:34]>>[CH3:1][O:2][C:3]([c:4]1[cH:5][c:6]([CH:13]=[O:16])[c:7]([N+:10](=[O:11])[O-:12])[cH:8][cH:9]1)=[O:14].